This data is from the Open Reaction Database (ORD), a public repository of structured organic reaction records. The task is: describe an organic reaction: reactants, conditions, products, and yield The reactants are N1C(CNCC1)=O (piperazine-2-one), C1=C(C=CC2=CC=CC=C12)S(=O)(=O)Cl (naphthalene-2-sulfonyl chloride), C(C)(C)N(CC)C(C)C (diisopropylethylamine). Solvent: ClCCl (dichloromethane). Run at time 30 minute. The product is C1=C(C=CC2=CC=CC=C12)S(=O)(=O)N1CC(NCC1)=O (4-(naphthalene-2-sulfonyl)-piperazin-2-one). The yield is 92.5%. RXN SMILES: [NH:1]1[CH2:6][CH2:5][NH:4][CH2:3][C:2]1=[O:7].[CH:8]1[C:17]2[C:12](=[CH:13][CH:14]=[CH:15][CH:16]=2)[CH:11]=[CH:10][C:9]=1[S:18](Cl)(=[O:20])=[O:19].C(N(C(C)C)CC)(C)C>ClCCl>[CH:8]1[C:17]2[C:12](=[CH:13][CH:14]=[CH:15][CH:16]=2)[CH:11]=[CH:10][C:9]=1[S:18]([N:4]1[CH2:5][CH2:6][NH:1][C:2](=[O:7])[CH2:3]1)(=[O:19])=[O:20]. Procedure details: To a stirred solution of piperazine-2-one (353.3 mg, 3.5 mmol) and naphthalene-2-sulfonyl chloride (800 mg, 3.5 mmol) in anhydrous dichloromethane (15 mL) was added diisopropylethylamine (1.54 mL, 8.8 mmol). The mixture was stirred for 30 min. Reaction was complete as determined by TLC. The reaction mixture was filtered, washed with hexane to give a first batch. The mother liquor washed with saturated ammonium chloride, then washed with saturated brine, separated, dried over sodium sulphate. The... As a reaction SMILES: [Cl:1][C:2]([Cl:3])=[O:4].[Cl:25][CH2:26][Cl:27].[NH2:5][c:6]1[c:7]([C:15](=[O:16])[O:17][CH3:18])[o:8][c:9]([C:11]([CH3:12])([CH3:13])[CH3:14])[cH:10]1.[cH:19]1[cH:20][cH:21][n:22][cH:23][cH:24]1>>[C:2](=[O:4])=[N:5][c:6]1[c:7]([C:15](=[O:16])[O:17][CH3:18])[o:8][c:9]([C:11]([CH3:12])([CH3:13])[CH3:14])[cH:10]1.[ClH:1].[cH:19]1[cH:20][cH:21][nH+:22][cH:23][cH:24]1. The reactants are O=C(Cl)Cl, ClCCl, COC(=O)c1oc(C(C)(C)C)cc1N, c1ccncc1. Product: COC(=O)c1oc(C(C)(C)C)cc1N=C=O, Cl, c1cc[nH+]cc1. The reactants are ONCCCP(O)(O)=O (3-(N-hydroxyamino)propylphosphonic acid), C[Si](C)(C)C(C(=O)N)[Si](C)(C)C (bis(trimethylsilyl)acetamide), C1(=CC=CC=C1)N=C=O (phenyl isocyanate). The solvent is ClCCl (dichloromethane). Conditions: time 3 hour. The product is ON(C(NC1=CC=CC=C1)=O)CCCP(O)(O)=O (3-(N-hydroxy-N-phenylcarbamoylamino)propylphosphonic acid). Yield: 39.0%. As a reaction SMILES: [OH:1][NH:2][CH2:3][CH2:4][CH2:5][P:6](=[O:9])([OH:8])[OH:7].C[Si](C([Si](C)(C)C)C(N)=O)(C)C.[C:22]1([N:28]=[C:29]=[O:30])[CH:27]=[CH:26][CH:25]=[CH:24][CH:23]=1>ClCCl>[OH:1][N:2]([CH2:3][CH2:4][CH2:5][P:6](=[O:8])([OH:7])[OH:9])[C:29](=[O:30])[NH:28][C:22]1[CH:27]=[CH:26][CH:25]=[CH:24][CH:23]=1. Procedure details: A mixture of 3-(N-hydroxyamino)propylphosphonic acid (1.64 g), dichloromethane (30 ml) and bis(trimethylsilyl)acetamide (10 g) was stirred at ambient temperature for 3 hours. The mixture was cooled to 0°-5° C. and phenyl isocyanate (1.80 g) was added thereto. The reaction mixture was stirred at the same temperature for an hour and at ambient temperature for 3 hours and then allowed to stand overnight. The resultant mixture was concentrated under reduced pressure. To the residue was added water (...